Dataset: the Open Reaction Database (ORD), a public repository of structured organic reaction records. Task: describe an organic reaction: reactants, conditions, products, and yield The reactants are CC1=NC(=CC=C1)C (2,6-dimethylpyridine), [H][H] (hydrogen), ClC(C(=O)OCC)CC(F)(F)Cl (ethyl 2,4-dichloro-4,4-difluorobutyrate), [H][H] (hydrogen). The reagents and catalysts are [Pd] (palladium/carbon). Run in O1CCCC1 (tetrahydrofuran). The product is ClC(CCC(=O)OCC)(F)F (ethyl 4-chloro-4,4-difluorobutyrate). Yield: 75.0%. RXN SMILES: Cl[CH:2]([CH2:8][C:9]([Cl:12])([F:11])[F:10])[C:3]([O:5][CH2:6][CH3:7])=[O:4].CC1C=CC=C(C)N=1.[H][H]>O1CCCC1.[Pd]>[Cl:12][C:9]([F:10])([F:11])[CH2:8][CH2:2][C:3]([O:5][CH2:6][CH3:7])=[O:4]. Reported procedure: 22.1 g of ethyl 2,4-dichloro-4,4-difluorobutyrate are dissolved in 100 ml of absolute tetrahydrofuran. 10.7 g of 2,6-dimethylpyridine and 2.0 g of 5% palladium/carbon catalyst are added and then gaseous hydrogen is passed in under atmospheric pressure until the hydrogen uptake is 100% of theory. The catalyst is removed by filtration and the tetrahydrofuran is removed by distillation and then the remaining oil is poured onto water, and the organic phase is separated off, dried with sodium sulfate... The reactants are C1CCOC1, O=C=Nc1ccccc1Cl, COC(=O)Cc1ccc(N)c(Br)c1. Yields the product COC(=O)Cc1ccc(NC(=O)Nc2ccccc2Cl)c(Br)c1. As a reaction SMILES: [CH2:24]1[O:25][CH2:26][CH2:27][CH2:28]1.[Cl:14][c:15]1[c:16]([N:21]=[C:22]=[O:23])[cH:17][cH:18][cH:19][cH:20]1.[NH2:1][c:2]1[c:3]([Br:13])[cH:4][c:5]([CH2:8][C:9](=[O:10])[O:11][CH3:12])[cH:6][cH:7]1>>[NH:1]([c:2]1[c:3]([Br:13])[cH:4][c:5]([CH2:8][C:9](=[O:10])[O:11][CH3:12])[cH:6][cH:7]1)[C:22]([NH:21][c:16]1[c:15]([Cl:14])[cH:20][cH:19][cH:18][cH:17]1)=[O:23]. Reaction SMILES: [CH3:16][OH:17].[NH2:14][OH:15].[n:1]1[c:2]([NH:7][CH2:8][CH2:9][CH2:10][CH2:11][C:12]#[N:13])[cH:3][cH:4][cH:5][cH:6]1>>[n:1]1[c:2]([NH:7][CH2:8][CH2:9][CH2:10][CH2:11][C:12]([NH2:13])=[N:14][OH:15])[cH:3][cH:4][cH:5][cH:6]1. Starting materials: CO, NO, N#CCCCCNc1ccccn1. Yields the product NC(CCCCNc1ccccn1)=NO. The reactants are C(=O)C=1C(=C(C=CC1)NC(OCC1=CC=CC=C1)=O)C (benzyl 3-formyl-2-methylphenylcarbamate), [N+](=O)([O-])CC (nitroethane), C(C)(=O)[O-].[NH4+] (ammonium acetate). Run in C(C)(=O)O (acetic acid). Conditions: time 3 hour. The product is CC1=C(C=CC=C1\C=C(/C)\[N+](=O)[O-])NC(OCC1=CC=CC=C1)=O ((E)-benzyl 2-methyl-3-(2-nitroprop-1-enyl)phenylcarbamate). The yield is 39.5%. As a reaction SMILES: [CH:1]([C:3]1[C:4]([CH3:20])=[C:5]([NH:9][C:10](=[O:19])[O:11][CH2:12][C:13]2[CH:18]=[CH:17][CH:16]=[CH:15][CH:14]=2)[CH:6]=[CH:7][CH:8]=1)=O.[N+:21]([CH2:24][CH3:25])([O-:23])=[O:22].C([O-])(=O)C.[NH4+]>C(O)(=O)C>[CH3:20][C:4]1[C:3](/[CH:1]=[C:24](/[N+:21]([O-:23])=[O:22])\[CH3:25])=[CH:8][CH:7]=[CH:6][C:5]=1[NH:9][C:10](=[O:19])[O:11][CH2:12][C:13]1[CH:18]=[CH:17][CH:16]=[CH:15][CH:14]=1 |f:2.3|. Procedure: A solution of benzyl 3-formyl-2-methylphenylcarbamate (5.1667 g, 19.19 mmol), nitroethane (6.89 ml, 96 mmol) and ammonium acetate (7.39 g, 96 mmol) in acetic acid (Volume: 64.0 ml) under nitrogen was heated at 95° C. After 3 h, the reaction was cooled to room temperature and concentrated in vacuo. The residue was dissolved in water (40 mL) and CH2Cl2 (75 mL), and basified with Na2CO3 (s). The layers were separated, and the aqueous layer was extracted with CH2Cl2 (2×75 mL). The organic layers wer... The reactants are OCC1CCN(CC1)C(=O)OC(C)(C)C (tert-butyl 4-(hydroxymethyl)piperidine-1-carboxylate), S(=O)(=O)(C1=CC=C(C)C=C1)Cl (tosyl chloride). Run in N1=CC=CC=C1 (pyridine). The product is CC1=CC=C(C=C1)S(=O)(=O)OCC1CCN(CC1)C(=O)OC(C)(C)C (tert-Butyl 4-({[(4-methylphenyl)sulfonyl]oxy}methyl)piperidine-1-carboxylate). Yield: 85.1%. RXN SMILES: [OH:1][CH2:2][CH:3]1[CH2:8][CH2:7][N:6]([C:9]([O:11][C:12]([CH3:15])([CH3:14])[CH3:13])=[O:10])[CH2:5][CH2:4]1.[S:16](Cl)([C:19]1[CH:25]=[CH:24][C:22]([CH3:23])=[CH:21][CH:20]=1)(=[O:18])=[O:17]>N1C=CC=CC=1>[CH3:23][C:22]1[CH:24]=[CH:25][C:19]([S:16]([O:1][CH2:2][CH:3]2[CH2:8][CH2:7][N:6]([C:9]([O:11][C:12]([CH3:15])([CH3:14])[CH3:13])=[O:10])[CH2:5][CH2:4]2)(=[O:18])=[O:17])=[CH:20][CH:21]=1. Procedure: A mixture of tert-butyl 4-(hydroxymethyl)piperidine-1-carboxylate (11.6 g), tosyl chloride (11.44 g), and pyridine (60 mL) was stirred at room temperature for over-night. The solvent was evaporated under reduced pressure, and the residue was dissolved in ethyl acetate. The ethyl acetate layer was washed with 1 M hydrochloric acid solution, water, and saturated brine, and dried over anhydrous magnesium sulfate. The solvent was evaporated under reduced pressure to provide the title compound (16.94... Reactants: C=CCC#N, C=CC[SiH](Cl)Cl, CC(C)O. Yields the product C=CC[Si](Cl)(Cl)CCCC#N. RXN SMILES: [CH2:1]([CH:2]=[CH2:3])[C:4]#[N:5].[CH2:6]([CH:7]=[CH2:8])[SiH:9]([Cl:10])[Cl:11].[CH:12]([OH:13])([CH3:14])[CH3:15]>>[CH2:1]([CH2:2][CH2:3][Si:9]([CH2:6][CH:7]=[CH2:8])([Cl:10])[Cl:11])[C:4]#[N:5].